describe an organic reaction: reactants, conditions, products, and yield From a dataset of the Open Reaction Database (ORD), a public repository of structured organic reaction records. The reactants are Cl (hydrogen chloride), Cl.NC(C(=O)OC(C)(C)C)C1SC2(C(N1)C(=O)OCC1=CC=CC=C1)CCOCC2 (tert-butyl alpha-amino-4-benzyloxycarbonyl-8-oxa-1-thia-3-azaspiro[4,5]decane-2-acetate hydrochloride). Run in [N+](=O)([O-])C (nitromethane). Reaction conditions: temperature -5 celsius, time 15 minute. Yields the product Cl.NC(C(=O)O)C1SC2(C(N1)C(=O)OCC1=CC=CC=C1)CCOCC2 (alpha-amino-4-benzyloxycarbonyl-8-oxa-1-thia-3-azaspiro[4.5]decane-2-acetic acid hydrochloride). Yield: 72.5%. Reaction SMILES: [ClH:1].Cl.[NH2:3][CH:4]([CH:12]1[NH:16][CH:15]([C:17]([O:19][CH2:20][C:21]2[CH:26]=[CH:25][CH:24]=[CH:23][CH:22]=2)=[O:18])[C:14]2([CH2:31][CH2:30][O:29][CH2:28][CH2:27]2)[S:13]1)[C:5]([O:7]C(C)(C)C)=[O:6]>[N+](C)([O-])=O>[ClH:1].[NH2:3][CH:4]([CH:12]1[NH:16][CH:15]([C:17]([O:19][CH2:20][C:21]2[CH:22]=[CH:23][CH:24]=[CH:25][CH:26]=2)=[O:18])[C:14]2([CH2:27][CH2:28][O:29][CH2:30][CH2:31]2)[S:13]1)[C:5]([OH:7])=[O:6] |f:1.2,4.5|. Procedure: Dry gaseous hydrogen chloride is bubbled into a suspension of 6.6 g (0.0144 mole) of tert-butyl alpha-amino-4-benzyloxycarbonyl-8-oxa-1-thia-3-azaspiro[4,5]decane-2-acetate hydrochloride in 150 ml of anhydrous nitromethane at 0° C. After 15 minutes, most of the product has dissolved and the bubbling of hydrogen chloride is continued for 1 hour. Insoluble material is filtered off and the nitromethane solution is degassed at a pressure of 20 mm Hg in a rotary evaporator at ambient temperature to e... The reactants are C(N)(OCC)=O (ethyl carbamate), C=C(C)C (isobutene). The solvent is C(C)O (ethanol). Reaction conditions: temperature 70 celsius, time 4 hour. Yields the product C(C)(C)(C)NC(OCC)=O (ethyl N-tert.-butylcarbamate). Isolated yield 93.8%. RXN SMILES: [C:1](=[O:6])([O:3][CH2:4][CH3:5])[NH2:2].[CH2:7]=[C:8]([CH3:10])[CH3:9]>C(O)C>[C:8]([NH:2][C:1](=[O:6])[O:3][CH2:4][CH3:5])([CH3:10])([CH3:9])[CH3:7]. Procedure details: A stirred mixture of 89 g of ethyl carbamate, 5 g of ethanol, 10 g of ®LEWASORB AC-10 and 70 g of isobutene was heated to 70° C. in a stirred autoclave, and stirring was continued at this temperature for 4 hours. After the reaction was complete, the catalyst was separated off and the mixture was worked up by distillation. 136 g (93% of theory) of ethyl N-tert.-butylcarbamate of boiling point 70°-71° C./20 mbar were obtained. Gas chromatography showed that the crude product contained 0.2 percent ... Reactants: Cl.Cl.NC1=CC(=C(C(=O)NCC2CCNCC2)C=C1Cl)OC (4-Amino-5-chloro-2-methoxy-N-(piperidin-4-ylmethyl)benzamide dihydrochloride), C1(=CC=CC=C1)SCCCCBr (4-phenylthiobutyl bromide). The product is NC1=CC(=C(C(=O)NCC2CCN(CC2)CCCCSC2=CC=CC=C2)C=C1Cl)OC (4-amino-5-chloro-2-methoxy-N-((1-(4-phenylthiobutyl)piperidin-4-yl)methyl)benzamide). The yield is 27.0%. Reaction SMILES: Cl.Cl.[NH2:3][C:4]1[C:19]([Cl:20])=[CH:18][C:7]([C:8]([NH:10][CH2:11][CH:12]2[CH2:17][CH2:16][NH:15][CH2:14][CH2:13]2)=[O:9])=[C:6]([O:21][CH3:22])[CH:5]=1.[C:23]1([S:29][CH2:30][CH2:31][CH2:32][CH2:33]Br)[CH:28]=[CH:27][CH:26]=[CH:25][CH:24]=1>>[NH2:3][C:4]1[C:19]([Cl:20])=[CH:18][C:7]([C:8]([NH:10][CH2:11][CH:12]2[CH2:13][CH2:14][N:15]([CH2:33][CH2:32][CH2:31][CH2:30][S:29][C:23]3[CH:28]=[CH:27][CH:26]=[CH:25][CH:24]=3)[CH2:16][CH2:17]2)=[O:9])=[C:6]([O:21][CH3:22])[CH:5]=1 |f:0.1.2|. Procedure details: 4-Amino-5-chloro-2-methoxy-N-(piperidin-4-ylmethyl)benzamide dihydrochloride (2.5 g) as starting compound and 4-phenylthiobutyl bromide (2.48 g) were reacted and treated in the same manner as in Example 168 to give 0.84 g of 4-amino-5-chloro-2-methoxy-N-((1-(4-phenylthiobutyl)piperidin-4-yl)methyl)benzamide. Reactants: C=C1CCC(C(=O)OC)(C(C)C)C1, CO, [Li+], C1COCCO1, [OH-], O, O. The product is C=C1CCC(C(=O)O)(C(C)C)C1. Reaction SMILES: [CH2:1]=[C:2]1[CH2:3][C:4]([C:7](=[O:8])[O:9][CH3:10])([CH:11]([CH3:12])[CH3:13])[CH2:5][CH2:6]1.[CH3:17][OH:18].[Li+:16].[O:19]1[CH2:20][CH2:21][O:22][CH2:23][CH2:24]1.[OH-:15].[OH2:14].[OH2:25]>>[CH2:1]=[C:2]1[CH2:3][C:4]([C:7](=[O:8])[OH:9])([CH:11]([CH3:12])[CH3:13])[CH2:5][CH2:6]1. Starting materials: NC(C(O)C1=CC(=C(C=C1)F)F)CC1=CC=C(C=C1)C(F)(F)F ((1RS,2SR)-2-amino-1-(3,4-difluorophenyl)-3-(4-(trifluoromethyl)phenyl)-1-propanol), FC1=CC=C(C2=CC=CC=C12)C(=O)O (4-fluoronaphthalenecarboxylic acid), Cl.C(C)N=C=NCCCN(C)C (1-ethyl-3-(3-dimethylaminopropyl)carbodiimide hydrochloride), ON1N=NC2=C1C=CC=C2 (1-hydroxy-1H-benzotriazole). Solvent: O (water), C(C)#N (acetonitrile). Reaction conditions: time 8 hour. Yields the product FC=1C=C(C=CC1F)C(C(CC1=CC=C(C=C1)C(F)(F)F)NC(=O)C1=CC=C(C2=CC=CC=C12)F)O (N-((1RS,2SR)-2-(3,4-difluorophenyl)-2-hydroxy-1-((4-(trifluoromethyl)phenyl)methyl)ethyl)-4-fluoro-1-naphthalenecarboxamide). The yield is 85.7%. RXN SMILES: [NH2:1][CH:2]([CH2:13][C:14]1[CH:19]=[CH:18][C:17]([C:20]([F:23])([F:22])[F:21])=[CH:16][CH:15]=1)[CH:3]([C:5]1[CH:10]=[CH:9][C:8]([F:11])=[C:7]([F:12])[CH:6]=1)[OH:4].[F:24][C:25]1[C:34]2[C:29](=[CH:30][CH:31]=[CH:32][CH:33]=2)[C:28]([C:35](O)=[O:36])=[CH:27][CH:26]=1.Cl.C(N=C=NCCCN(C)C)C.ON1C2C=CC=CC=2N=N1>C(#N)C.O>[F:12][C:7]1[CH:6]=[C:5]([CH:3]([OH:4])[CH:2]([NH:1][C:35]([C:28]2[C:29]3[C:34](=[CH:33][CH:32]=[CH:31][CH:30]=3)[C:25]([F:24])=[CH:26][CH:27]=2)=[O:36])[CH2:13][C:14]2[CH:19]=[CH:18][C:17]([C:20]([F:23])([F:22])[F:21])=[CH:16][CH:15]=2)[CH:10]=[CH:9][C:8]=1[F:11] |f:2.3|. Procedure: To a solution of (1RS,2SR)-2-amino-1-(3,4-difluorophenyl)-3-(4-(trifluoromethyl)phenyl)-1-propanol (400 mg, 1.21 mmol) in acetonitrile (30 ml) were added 4-fluoronaphthalenecarboxylic acid (230 mg, 1.21 mmol), 1-ethyl-3-(3-dimethylaminopropyl)carbodiimide hydrochloride (347 mg, 1.81-mmol) and 1-hydroxy-1H-benzotriazole (185 mg, 1.21 mmol) and the mixture was stirred overnight at room temperature. The reaction solution was diluted with water (100 ml) and extracted with ethyl acetate (100 ml×2). T... The reactants are Clc1ccnc2ccc(Br)cc12, CC(C)(C)[Si](C)(C)Oc1cccc(N)c1. Yields the product CC(C)(C)[Si](C)(C)Oc1cccc(Nc2ccnc3ccc(Br)cc23)c1. As a reaction SMILES: [Br:1][c:2]1[cH:3][c:4]2[c:5]([Cl:12])[cH:6][cH:7][n:8][c:9]2[cH:10][cH:11]1.[C:13]([CH3:14])([CH3:15])([CH3:16])[Si:17]([O:18][c:19]1[cH:20][c:21]([NH2:25])[cH:22][cH:23][cH:24]1)([CH3:26])[CH3:27]>>[Br:1][c:2]1[cH:3][c:4]2[c:5]([NH:25][c:21]3[cH:20][c:19]([O:18][Si:17]([C:13]([CH3:14])([CH3:15])[CH3:16])([CH3:26])[CH3:27])[cH:24][cH:23][cH:22]3)[cH:6][cH:7][n:8][c:9]2[cH:10][cH:11]1. Starting materials: C(C)(C)N (isopropylamine), NC1=NC=C(C#N)C(=C1)F (6-amino-4-fluoronicotinonitrile), NC1=NC=C(C#N)C(=C1)F (6-amino-4-fluoronicotinonitrile), C(C)(C)N(CC)C(C)C (diisopropylethylamine). Solvent: CC(=O)N(C)C (DMA). Reaction conditions: temperature 50 celsius. Product: NC1=NC=C(C#N)C(=C1)NC(C)C (6-amino-4-(isopropylamino)nicotinonitrile). RXN SMILES: [CH:1]([NH2:4])([CH3:3])[CH3:2].[NH2:5][C:6]1[CH:13]=[C:12](F)[C:9]([C:10]#[N:11])=[CH:8][N:7]=1.C(N(C(C)C)CC)(C)C>CC(N(C)C)=O>[NH2:5][C:6]1[CH:13]=[C:12]([NH:4][CH:1]([CH3:3])[CH3:2])[C:9]([C:10]#[N:11])=[CH:8][N:7]=1. Procedure details: A mixture of isopropylamine (1.83 ml, 21.3 mmol), 6-amino-4-fluoronicotinonitrile (intermediate 21, 972 mg, 7.09 mmol) and diisopropylethylamine (3.71 ml, 21.3 mmol) in DMA (17 ml) was heated at 50° C. in a septum sealed reaction vessel for 48 h. The reaction mixture was then cooled, evaporated and purified by normal phase chromatography using an 40 g RediSep® column, eluting with a gradient from DCM to 10% MeOH in DCM. Product containing fractions were combined and evaporated. The residue was p... Reactants: OCCN([C@H]1CN(CCC1)C(=O)OCC1=CC=CC=C1)C=1C2=C(N=CN1)N(C=C2)S(=O)(=O)C2=CC=C(C)C=C2 ((R)-benzyl 3-((2-hydroxyethyl)(7-tosyl-7H-pyrrolo[2,3-d]pyrimidin-4-yl)amino)piperidine-1-carboxylate). The reagents and catalysts are [Pd] (Pd/C). Run in CCO (EtOH). Reaction conditions: time 2 hour. The product is N1C[C@@H](CCC1)N(CCO)C=1C2=C(N=CN1)N(C=C2)S(=O)(=O)C2=CC=C(C)C=C2 ((R)-2-(piperidin-3-yl(7-tosyl-7H-pyrrolo[2,3-d]pyrimidin-4-yl)amino)ethanol). Reaction SMILES: [OH:1][CH2:2][CH2:3][N:4]([C:21]1[C:22]2[CH:29]=[CH:28][N:27]([S:30]([C:33]3[CH:39]=[CH:38][C:36]([CH3:37])=[CH:35][CH:34]=3)(=[O:32])=[O:31])[C:23]=2[N:24]=[CH:25][N:26]=1)[C@@H:5]1[CH2:10][CH2:9][CH2:8][N:7](C(OCC2C=CC=CC=2)=O)[CH2:6]1>CCO.[Pd]>[NH:7]1[CH2:8][CH2:9][CH2:10][C@@H:5]([N:4]([C:21]2[C:22]3[CH:29]=[CH:28][N:27]([S:30]([C:33]4[CH:34]=[CH:35][C:36]([CH3:37])=[CH:38][CH:39]=4)(=[O:31])=[O:32])[C:23]=3[N:24]=[CH:25][N:26]=2)[CH2:3][CH2:2][OH:1])[CH2:6]1. Reported procedure: To a stirred solution of (R)-benzyl 3-((2-hydroxyethyl)(7-tosyl-7H-pyrrolo[2,3-d]pyrimidin-4-yl)amino)piperidine-1-carboxylate (1.3 g, 2.4 mmol) in EtOH (10 mL) was added 10% Pd/C (0.8 g) under an atmosphere of N2 and the reaction was placed under an atmosphere of hydrogenated (1 atm.) for 2 h. The mixture was filtered through a celite pad and the filtrate was concentrated in vacuo to afford a residue which was used without further purification (0.9 g, 91%). LCMS [M+1]: 416. Starting materials: ClC1=NC(=C2N=CNC2=N1)NCC(C1=CC=CC=C1)C1=CC=CC=C1 ((2-Chloro-9H-purin-6-yl)-(2,2-diphenyl-ethyl)-amine), ClC1=NC(=C2N=CN(C2=N1)[C@H]1[C@@H]([C@@H]([C@H](C1)NC(=O)C1=CC=NO1)O)O)NCC(C1=CC=CC=C1)C1=CC=CC=C1 (isoxazole-5-carboxylic acid {(1S,2R,3S,4R)-4-[2-chloro-6-(2,2-diphenyl-ethylamino)-purin-9-yl]-2,3-dihydroxy-cyclopentyl}-amide), NCCN1CCCCC1 (1-(2-aminoethyl)-piperidine), [I-].[Na+] (sodium iodide). Yields the product C1(=CC=CC=C1)C(CNC1=C2N=CN(C2=NC(=N1)NCCN1CCCCC1)[C@H]1[C@@H]([C@@H]([C@H](C1)NC(C(=O)NCCN1CCCCC1)=O)O)O)C1=CC=CC=C1 (N-{(1S,2R,3S,4R)-4-[6-(2,2-Diphenyl-ethylamino)-2-(2-piperidin-1-yl-ethylamino)-purin-9-yl]-2,3-dihydroxy-cyclopentyl}-N′-(2-piperidin-1-yl-ethyl)-oxalamide). Reaction SMILES: ClC1N=C2[C:5]([N:6]=CN2)=[C:4]([NH:11][CH2:12][CH:13]([C:20]2[CH:25]=[CH:24]C=CC=2)C2C=CC=CC=2)N=1.Cl[C:27]1[N:35]=[C:34]2[C:30]([N:31]=[CH:32][N:33]2[C@@H:36]2[CH2:40][C@H:39]([NH:41][C:42]([C:44]3[O:48]N=CC=3)=[O:43])[C@@H:38]([OH:49])[C@H:37]2[OH:50])=[C:29]([NH:51][CH2:52][CH:53]([C:60]2[CH:65]=[CH:64][CH:63]=[CH:62][CH:61]=2)[C:54]2[CH:59]=[CH:58][CH:57]=[CH:56][CH:55]=2)[N:28]=1.[NH2:66][CH2:67][CH2:68][N:69]1[CH2:74][CH2:73][CH2:72][CH2:71][CH2:70]1.[I-].[Na+]>>[C:60]1([CH:53]([C:54]2[CH:59]=[CH:58][CH:57]=[CH:56][CH:55]=2)[CH2:52][NH:51][C:29]2[N:28]=[C:27]([NH:66][CH2:67][CH2:68][N:69]3[CH2:74][CH2:73][CH2:72][CH2:71][CH2:70]3)[N:35]=[C:34]3[C:30]=2[N:31]=[CH:32][N:33]3[C@@H:36]2[CH2:40][C@H:39]([NH:41][C:42](=[O:43])[C:44]([NH:6][CH2:5][CH2:4][N:11]3[CH2:12][CH2:13][CH2:20][CH2:25][CH2:24]3)=[O:48])[C@@H:38]([OH:49])[C@H:37]2[OH:50])[CH:61]=[CH:62][CH:63]=[CH:64][CH:65]=1 |f:3.4|. Reported procedure: The title compound is prepared using a method that is analogous to that used to prepare the compound of Example 22 using isoxazole-5-carboxylic acid {(1S,2R,3S,4R)-4-[2-chloro-6-(2,2-diphenyl-ethylamino)-purin-9-yl]-2,3-dihydroxy-cyclopentyl}-amide, 1-(2-aminoethyl)-piperidine (51 mg, 0.4 mmol) and sodium iodide (6 mg, 0.04 mmol). LCMS (electrospray): m/z [MH+] 739.55 Starting materials: N1C(=O)NC=2N=CNC2C1=O.N1=CN=C2N=CNC2=C1 (purine xanthine), [OH-].[Na+] (sodium hydroxide), C(#N)C=1C=C(C=CC1OCC(C)C)C1=CC(=C(S1)C(=O)O)F (5-(3-cyano-4-isobutoxyphenyl)-3-fluorothiophene-2-carboxylic acid). The solvent is C(C)O (ethanol). Reaction conditions: temperature 80 celsius, time 8 hour. The product is C(#N)C=1C=C(C=CC1OCC(C)C)C1=CC(=C(S1)C(=O)[O-])F.[Na+] (sodium 5-(3-cyano-4-isobutoxyphenyl)-3-fluorothiophene-2-carboxylate). Isolated yield 87.2%. RXN SMILES: N1C(=O)C2NC=NC=2NC1=O.N1C=C2C(N=CN2)=NC=1.[OH-].[Na+:22].[C:23]([C:25]1[CH:26]=[C:27]([C:36]2[S:40][C:39]([C:41]([OH:43])=[O:42])=[C:38]([F:44])[CH:37]=2)[CH:28]=[CH:29][C:30]=1[O:31][CH2:32][CH:33]([CH3:35])[CH3:34])#[N:24]>C(O)C>[C:23]([C:25]1[CH:26]=[C:27]([C:36]2[S:40][C:39]([C:41]([O-:43])=[O:42])=[C:38]([F:44])[CH:37]=2)[CH:28]=[CH:29][C:30]=1[O:31][CH2:32][CH:33]([CH3:35])[CH3:34])#[N:24].[Na+:22] |f:0.1,2.3,6.7|. Procedure details: Using (3-cyano-4-isobutoxyphenyl)boronic acid and methyl 4,5-dibromo-3-fluorothiophene-2-carboxylate, methyl 4-bromo-5-(3-cyano-4-isobutoxyphenyl)-3-fluorothiophene-2-carboxylate was obtained in accordance with the method of Preparation Example 1(1). To an ethanol (60 ml) suspension of 1.75 g of the compound was added 1.00 g of 10% palladium-carbon, followed by stirring at room temperature for 4 hours under a hydrogen atmosphere at normal pressure. After insoluble matter was removed by filtratio...